Dataset: the Open Reaction Database (ORD), a public repository of structured organic reaction records. Task: describe an organic reaction: reactants, conditions, products, and yield Starting materials: C1=CC=C(C=C1)P(C2=CC=CC=C2)C3=CC=CC=C3 (PPh3), [NH4+].[Cl-] (NH4Cl), BrC=1C=C(SC1CC)COC1=CC=C2C=C(COC2=C1)C=O (7-[(4-bromo-5-ethyl-2-thienyl)methoxy]-2H-chromene-3-carbaldehyde), FC(C1=C(C=CC=C1)OB(O)O)(F)F ([2-(trifluoromethyl)phenyl]boric acid), C(=O)([O-])[O-].[Na+].[Na+] (Na2CO3). The reagents and catalysts are C(C)(=O)[O-].[Pd+2].C(C)(=O)[O-] (palladium acetate). The solvent is O1CCOCC1 (dioxane). Run at temperature 100 celsius, time 5 hour. Product: C(C)C1=C(C=C(S1)COC1=CC=C2C=C(COC2=C1)C=O)C1=C(C=CC=C1)C(F)(F)F (7-({5-ethyl-4-[2-(trifluoromethyl)phenyl]-2-thienyl}methoxy)-2H-chromene-3-carbaldehyde). Reaction SMILES: Br[C:2]1[CH:3]=[C:4]([CH2:9][O:10][C:11]2[CH:20]=[C:19]3[C:14]([CH:15]=[C:16]([CH:21]=[O:22])[CH2:17][O:18]3)=[CH:13][CH:12]=2)[S:5][C:6]=1[CH2:7][CH3:8].[F:23][C:24]([F:36])([F:35])[C:25]1[CH:30]=[CH:29][CH:28]=[CH:27][C:26]=1OB(O)O.C([O-])([O-])=O.[Na+].[Na+].C1C=CC(P(C2C=CC=CC=2)C2C=CC=CC=2)=CC=1.[NH4+].[Cl-]>O1CCOCC1.C([O-])(=O)C.[Pd+2].C([O-])(=O)C>[CH2:7]([C:6]1[S:5][C:4]([CH2:9][O:10][C:11]2[CH:20]=[C:19]3[C:14]([CH:15]=[C:16]([CH:21]=[O:22])[CH2:17][O:18]3)=[CH:13][CH:12]=2)=[CH:3][C:2]=1[C:26]1[CH:27]=[CH:28][CH:29]=[CH:30][C:25]=1[C:24]([F:36])([F:35])[F:23])[CH3:8] |f:2.3.4,6.7,9.10.11|. Procedure details: To a solution of 7-[(4-bromo-5-ethyl-2-thienyl)methoxy]-2H-chromene-3-carbaldehyde (150 mg) in dioxane (4.5 mL) were added [2-(trifluoromethyl)phenyl]boric acid and a 2 M aqueous Na2CO3 solution at 25° C. Then, to the reaction mixture were added palladium acetate (4.44 mg) and PPh3 (20.75 mg), followed by warming to 100° C. and stirring for 5 hours. To the reaction liquid was added a saturated aqueous NH4Cl solution (30 mL), followed by extraction with EtOAc (30 mL) three times. The organic laye... Reactants: CC1=NC=NN1C[C@H]1NC([C@H]1NC(OCC1=CC=CC=C1)=O)=O (benzyl ((2R,3S)-2-((5-methyl-1H-1,2,4-triazol-1-yl)methyl)-4-oxoazetidin-3-yl)carbamate). The reagents and catalysts are [Pd] (Pd). The solvent is CO (MeOH). Run at time 2 hour. Yields the product N[C@@H]1C(N[C@@H]1CN1N=CN=C1C)=O ((3S,4R)-3-amino-4-((5-methyl-1H-1,2,4-triazol-1-yl)methyl)azetidin-2-one). Reaction SMILES: [CH3:1][C:2]1[N:6]([CH2:7][C@@H:8]2[C@H:11]([NH:12]C(=O)OCC3C=CC=CC=3)[C:10](=[O:23])[NH:9]2)[N:5]=[CH:4][N:3]=1>CO.[Pd]>[NH2:12][C@H:11]1[C@@H:8]([CH2:7][N:6]2[C:2]([CH3:1])=[N:3][CH:4]=[N:5]2)[NH:9][C:10]1=[O:23]. Procedure details: A slurry of benzyl ((2R,3S)-2-((5-methyl-1H-1,2,4-triazol-1-yl)methyl)-4-oxoazetidin-3-yl)carbamate (240 mg, 0.76 mmol) and Pd on C (10%, 100 mg) in MeOH (20 mL) was evacuated and backfilled with H2 (3×), bringing the final pressure to 35 psi. After 2 h of stirring the mixture was filtered over celite, washing with MeOH and the filtrate was concentrated in vacuo. The crude residue was used as such in the following step. Reactants: C(CCCC)=C1C(N(C(S1)=O)CCCCOC=1C=2N(C=CC1)C=CN2)=O (5-pentylidene-3-[4-(imidazo[1,2-a]pyridin-8-yloxy)butyl]thiazolidine-2,4-dione), Cl.C(C)(=O)OCC (hydrochloric acid ethyl acetate). The solvent is CO (methanol). Product: Cl.C(CCCC)=C1C(N(C(S1)=O)CCCCOC=1C=2N(C=CC1)C=CN2)=O (5-pentylidene-3-[4-(imidazo[1,2-a]pyridin-8-yloxy)butyl]thiazolidine-2,4-dione hydrochloride). RXN SMILES: [CH:1](=[C:6]1[S:10][C:9](=[O:11])[N:8]([CH2:12][CH2:13][CH2:14][CH2:15][O:16][C:17]2[C:18]3[N:19]([CH:23]=[CH:24][N:25]=3)[CH:20]=[CH:21][CH:22]=2)[C:7]1=[O:26])[CH2:2][CH2:3][CH2:4][CH3:5].[ClH:27].C(OCC)(=O)C>CO>[ClH:27].[CH:1](=[C:6]1[S:10][C:9](=[O:11])[N:8]([CH2:12][CH2:13][CH2:14][CH2:15][O:16][C:17]2[C:18]3[N:19]([CH:23]=[CH:24][N:25]=3)[CH:20]=[CH:21][CH:22]=2)[C:7]1=[O:26])[CH2:2][CH2:3][CH2:4][CH3:5] |f:1.2,4.5|. Reported procedure: To a methanol solution of 0.934 g (2.5 mmol) of 5-pentylidene-3-[4-(imidazo[1,2-a]pyridin-8-yloxy)butyl]thiazolidine-2,4-dione, 0.625 ml of 4N hydrochloric acid-ethyl acetate was added, followed by stirring. After the solvent was distilled off, the residue was washed with ether to yield 1.03 g (quant., white solid) of the desired product. The reactants are CC1=C(C=CC(=O)O)C=CC=C1 (2-methylcinnamic acid), C1CCC2=NCCCN2CC1 (DBU), CI (methyl iodide). The solvent is CN(C)C=O (DMF), CCOCC (ether). Run at time 8 hour. Product: CC1=C(C=CC=C1)/C=C/C(=O)OC (Methyl (E)-3-(2-methylphenyl)-2-propenoate). Isolated yield 98.2%. RXN SMILES: [CH3:1][C:2]1[CH:12]=[CH:11][CH:10]=[CH:9][C:3]=1[CH:4]=[CH:5][C:6]([OH:8])=[O:7].[CH2:13]1CCN2C(=NCCC2)CC1.CI>CN(C=O)C.CCOCC>[CH3:1][C:2]1[CH:12]=[CH:11][CH:10]=[CH:9][C:3]=1/[CH:4]=[CH:5]/[C:6]([O:8][CH3:13])=[O:7]. Procedure details: To 2-methylcinnamic acid (100 g; 617 mmol) in 1.2L of DMF was added DBU (112.6 g; 740 mmol) and 15 min later methyl iodide (131.3 g; 925 mmol) and left overnight. The solution was diluted in ether and washed with HCl (10%), H2O and brine. The solvent was removed to give 106.8 g of the title compound. Starting materials: NC(=O)N (urea), ClC(=O)OC1=CC=C(C=C1)[N+](=O)[O-] (p-nitrophenyl chloroformate). Run in C(C)#N (acetonitrile). Conditions: time 18 hour. Product: C(N)(=O)NC(OC1=CC=C(C=C1)[N+](=O)[O-])=O (p-nitrophenyl carbamoylcarbamate). As a reaction SMILES: [NH2:1][C:2]([NH2:4])=[O:3].Cl[C:6]([O:8][C:9]1[CH:14]=[CH:13][C:12]([N+:15]([O-:17])=[O:16])=[CH:11][CH:10]=1)=[O:7]>C(#N)C>[C:2]([NH:4][C:6](=[O:7])[O:8][C:9]1[CH:10]=[CH:11][C:12]([N+:15]([O-:17])=[O:16])=[CH:13][CH:14]=1)(=[O:3])[NH2:1]. Procedure: To a mixture of 1.20 g. (20 mmole) of urea and 2.02 g. (10 mmole) of p-nitrophenyl chloroformate in a dry flask under nitrogen were added 10 ml. of dry acetonitrile. The reaction mixture momentarily became clear and then a precipitate formed. The mixture was stirred for 18 hours at room temperature and the precipitate was filtered, washed with water and dried under vacuum. The dried product was triturated with ether and redried to yield 1.0 g. of crystalline product.